Dataset: the Open Reaction Database (ORD), a public repository of structured organic reaction records. Task: describe an organic reaction: reactants, conditions, products, and yield The reactants are CN1CCNCC1, CC(C)=C[SiH2]CCCCl. The product is CC(C)=C[SiH2]CCCC1CNCCN1C. As a reaction SMILES: [CH3:1][N:2]1[CH2:3][CH2:4][NH:5][CH2:6][CH2:7]1.[Cl:8][CH2:9][CH2:10][CH2:11][SiH2:12][CH:13]=[C:14]([CH3:15])[CH3:16]>>[CH3:1][N:2]1[CH:3]([CH2:9][CH2:10][CH2:11][SiH2:12][CH:13]=[C:14]([CH3:15])[CH3:16])[CH2:4][NH:5][CH2:6][CH2:7]1. Starting materials: compound, ClC=1C=C(C=C(C1)F)C1=CC(=NN1C1=NC=CC=C1)C(=O)O (5-(3-Chloro-5-fluorophenyl)-1-(pyridin-2-yl)-1H-pyrazole-3-carboxylic acid), Cl.CC1=CC=C(C=N1)NN (6-methylpyridin-3-yl-hydrazine hydrochloride). The product is ClC=1C=C(C=C(C1)F)C1=CC(=NN1C=1C=NC(=CC1)C)C(=O)O (5-(3-Chloro-5-fluorophenyl)-1-(6-methylpyridin-3-yl)-1H-pyrazole-3-carboxylic acid). Reaction SMILES: [Cl:1][C:2]1[CH:3]=[C:4]([C:9]2[N:13]([C:14]3[CH:19]=[CH:18][CH:17]=[CH:16]N=3)[N:12]=[C:11]([C:20]([OH:22])=[O:21])[CH:10]=2)[CH:5]=[C:6]([F:8])[CH:7]=1.Cl.CC1[N:30]=[CH:29]C(NN)=CC=1>>[Cl:1][C:2]1[CH:3]=[C:4]([C:9]2[N:13]([C:14]3[CH:29]=[N:30][C:17]([CH3:16])=[CH:18][CH:19]=3)[N:12]=[C:11]([C:20]([OH:22])=[O:21])[CH:10]=2)[CH:5]=[C:6]([F:8])[CH:7]=1 |f:1.2|. Procedure details: 785 g (2.25 mmol) of the compound of Example 1A is reacted analogously to the synthesis of the compound of Example 20A with 599 mg (3.38 mmol) of 6-methylpyridin-3-yl-hydrazine hydrochloride. After hydrolysis, 60 mg (8% of theory) of the title compound is obtained. Starting materials: O (water), O(C1=CC=CC=C1)CCCCBr (4-phenoxybutylbromide), OC1=CC=C(C=C1)CCO (2-(4-hydroxyphenyl)ethanol), C([O-])([O-])=O.[K+].[K+] (potassium carbonate). The solvent is C(C)(C)O (isopropanol). Yields the product O(C1=CC=CC=C1)CCCCOC1=CC=C(C=C1)CCO (2-[4-(Phenoxybutoxy)phenyl]ethanol), crystals. Yield: 70.5%. As a reaction SMILES: [O:1]([CH2:8][CH2:9][CH2:10][CH2:11]Br)[C:2]1[CH:7]=[CH:6][CH:5]=[CH:4][CH:3]=1.[OH:13][C:14]1[CH:19]=[CH:18][C:17]([CH2:20][CH2:21][OH:22])=[CH:16][CH:15]=1.C(=O)([O-])[O-].[K+].[K+].O>C(O)(C)C>[O:1]([CH2:8][CH2:9][CH2:10][CH2:11][O:13][C:14]1[CH:19]=[CH:18][C:17]([CH2:20][CH2:21][OH:22])=[CH:16][CH:15]=1)[C:2]1[CH:7]=[CH:6][CH:5]=[CH:4][CH:3]=1 |f:2.3.4|. Procedure: A mixture of 10.31 g (45 mmol) of 4-phenoxybutylbromide, 6.22 g (45 mmol) of 2-(4-hydroxyphenyl)ethanol and 6.22 g (45 mmol) of pulverized potassium carbonate in 45 ml of isopropanol was refluxed for 24 hours. The resulting mixture was cooled, mixed with water and then extracted three times with ethyl acetate. The combined extracts were washed with water and then with saturated aqueous sodium bicarbonate. They were dried over sodium sulfate and evaporated in vacuo. The residue was chromatographe...